Task: describe an organic reaction: reactants, conditions, products, and yield. Dataset: the Open Reaction Database (ORD), a public repository of structured organic reaction records Starting materials: O=C([O-])[O-], CC#N, OCCCCl, CC(=O)NCC1CN(c2ccc(N3CCNCC3)c(F)c2)C(=O)O1, [K+], [K+]. Product: CC(=O)NCC1CN(c2ccc(N3CCN(CCCO)CC3)c(F)c2)C(=O)O1. As a reaction SMILES: [C:30](=[O:31])([O-:32])[O-:33].[CH3:36][C:37]#[N:38].[Cl:25][CH2:26][CH2:27][CH2:28][OH:29].[F:1][c:2]1[cH:3][c:4]([N:14]2[C:15](=[O:24])[O:16][CH:17]([CH2:19][NH:20][C:21]([CH3:22])=[O:23])[CH2:18]2)[cH:5][cH:6][c:7]1[N:8]1[CH2:9][CH2:10][NH:11][CH2:12][CH2:13]1.[K+:34].[K+:35]>>[F:1][c:2]1[cH:3][c:4]([N:14]2[C:15](=[O:24])[O:16][CH:17]([CH2:19][NH:20][C:21]([CH3:22])=[O:23])[CH2:18]2)[cH:5][cH:6][c:7]1[N:8]1[CH2:9][CH2:10][N:11]([CH2:26][CH2:27][CH2:28][OH:29])[CH2:12][CH2:13]1. Starting materials: C(CCCCC)(=O)Cl (Hexanoyl chloride), O(C1=CC=CC=C1)NC1=CC=CC=C1 (p-phenoxyaminobenzene), O.C(Cl)Cl (water methylene chloride). Run in [OH-].[Na+] (sodium hydroxide). Yields the product O(C1=CC=CC=C1)C1=CC=C(C=C1)NC(CCCCC)=O (p-Phenoxy-N-hexanoylaminobenzene). As a reaction SMILES: O([NH:8][C:9]1[CH:14]=[CH:13][CH:12]=[CH:11][CH:10]=1)C1C=CC=CC=1.[C:15](Cl)(=[O:21])[CH2:16][CH2:17][CH2:18][CH2:19][CH3:20].[OH2:23].C(Cl)Cl>[OH-].[Na+]>[O:21]([C:12]1[CH:11]=[CH:10][C:9]([NH:8][C:13](=[O:23])[CH2:14][CH2:9][CH2:10][CH2:11][CH3:12])=[CH:14][CH:13]=1)[C:15]1[CH:20]=[CH:19][CH:18]=[CH:17][CH:16]=1 |f:2.3,4.5|. Reported procedure: A suspension of p-phenoxyaminobenzene (3.4g, 0.019 mole) in aqueous sodium hydroxide (100 ml. 12% NaOH) was stirred magnetically. Hexanoyl chloride (2.80g, 0.021 mole) was added dropwise over five minutes. The suspension was stirred for one hour and shaken with water-methylene chloride. The organic layer was washed twice with water, dried over anh. sodium sulphate and evaporated to dryness, in vacuo. Weight of beige solid; 4.30g, 81%, m.p. 69°-76° C. A portion (4.14g) was crystallized from chlor... Reactants: COC(C1=CC(=C(C=C1)O)NC(C(CC)(CC)C1=CC(=C(C=C1)OCC1=CC=CC=C1)C)=O)=O (3-[2-(4-Benzyloxy-3-methyl-phenyl)-2-ethyl-butyrylamino]-4-hydroxy-benzoic acid methyl ester), S(=O)(=O)(C1=CC=C(C)C=C1)O.O (TsOH—H2O). Run in C1(=CC=CC=C1)C (toluene). Yields the product COC(=O)C=1C=CC2=C(N=C(O2)C(CC)(CC)C2=CC(=C(C=C2)OCC2=CC=CC=C2)C)C1 (2-[1-(4-Benzyloxy-3-methyl-phenyl)-1-ethyl-propyl]-benzooxazole-5-carboxylic acid methyl ester). Isolated yield 90.9%. As a reaction SMILES: [CH3:1][O:2][C:3](=[O:34])[C:4]1[CH:9]=[CH:8][C:7](O)=[C:6]([NH:11][C:12](=[O:33])[C:13]([C:18]2[CH:23]=[CH:22][C:21]([O:24][CH2:25][C:26]3[CH:31]=[CH:30][CH:29]=[CH:28][CH:27]=3)=[C:20]([CH3:32])[CH:19]=2)([CH2:16][CH3:17])[CH2:14][CH3:15])[CH:5]=1.S(O)(C1C=CC(C)=CC=1)(=O)=O.O>C1(C)C=CC=CC=1>[CH3:1][O:2][C:3]([C:4]1[CH:9]=[CH:8][C:7]2[O:33][C:12]([C:13]([C:18]3[CH:23]=[CH:22][C:21]([O:24][CH2:25][C:26]4[CH:31]=[CH:30][CH:29]=[CH:28][CH:27]=4)=[C:20]([CH3:32])[CH:19]=3)([CH2:16][CH3:17])[CH2:14][CH3:15])=[N:11][C:6]=2[CH:5]=1)=[O:34] |f:1.2|. Reported procedure: 3-[2-(4-Benzyloxy-3-methyl-phenyl)-2-ethyl-butyrylamino]-4-hydroxy-benzoic acid methyl ester (5.80 g, 12.6 mmol), TsOH—H2O (478 mg, 2.51 mmol) in toluene (100 mL) are reacted analogous to Example 1, step E to give the title product (5.08 g, 91%). MS (ES) m/e: 444.2 (M+1).